Dataset: the Open Reaction Database (ORD), a public repository of structured organic reaction records. Task: describe an organic reaction: reactants, conditions, products, and yield Reactants: C(C=C)N(CC=C)CC1=CC=C(S1)S(=O)(=O)Cl (5-Diallylaminomethyl-thiophene-2-sulfonyl chloride), CCN(C(C)C)C(C)C (DIEA), COC(C1CCNCC1)=O (methylisonipecotate). Solvent: C(Cl)(Cl)Cl (chloroform), C(Cl)(Cl)Cl (chloroform), C(Cl)Cl (CH2Cl2). Run at time 3 hour. The product is C(C=C)N(CC=C)CC1=CC=C(S1)S(=O)(=O)N1CCC(CC1)C(=O)OC (Methyl 1-({5-[(diallylamino)methyl]thien-2-yl}sulfonyl)piperidine-4-carboxylate). Isolated yield 58.7%. Reaction SMILES: [CH2:1]([N:4]([CH2:8][C:9]1[S:13][C:12]([S:14](Cl)(=[O:16])=[O:15])=[CH:11][CH:10]=1)[CH2:5][CH:6]=[CH2:7])[CH:2]=[CH2:3].CCN(C(C)C)C(C)C.[CH3:27][O:28][C:29](=[O:36])[CH:30]1[CH2:35][CH2:34][NH:33][CH2:32][CH2:31]1>C(Cl)(Cl)Cl.C(Cl)Cl>[CH2:1]([N:4]([CH2:8][C:9]1[S:13][C:12]([S:14]([N:33]2[CH2:34][CH2:35][CH:30]([C:29]([O:28][CH3:27])=[O:36])[CH2:31][CH2:32]2)(=[O:16])=[O:15])=[CH:11][CH:10]=1)[CH2:5][CH:6]=[CH2:7])[CH:2]=[CH2:3]. Reported procedure: 5-Diallylaminomethyl-thiophene-2-sulfonyl chloride 229b (270 mg, 1.88 mmol) and DIEA (0.88 mL, 5.13 mmol) were dissolved in 10 mL chloroform. This solution was added methylisonipecotate (269 mg, 1.88 mmol) in 1 mL chloroform. The reaction was stirred for 3 h, diluted with CH2Cl2 and extracted with HCl (0.1N), NaHCO3 sat. and brine. The organic layer was dried over MgSO4 and evaporated to dryness. The crude was purified by flash chromatography on silica gel using cyclohexane/EtOAc 1:1 as eluent t... The reactants are N1C(C(=O)OC)CCCC1 (methyl pipecolinate), OCCN (2-hydroxyethylamine), [Cl-].ClCC1[NH2+]CCCC1 (2-chloromethylpiperidinium chloride), CC1=C(C=CC(=C1)[N+](=O)[O-])N=C=S (2-Methyl4-nitrophenyl isothiocyanate), [Cl-].ClCC1[NH2+]CCCC1 (2-chloromethylpiperidinium chloride). The product is CC1=C(C=CC(=C1)[N+](=O)[O-])N=C1SCC2CCCCN12 (9-(2-methyl-4-nitrophenylimino)-1-aza-8-thiabicyclo[4.3.0]nonane). Reaction SMILES: [NH:1]1[CH2:10][CH2:9][CH2:8][CH2:7][CH:2]1[C:3](OC)=O.OCCN.[Cl-].ClCC1CCCC[NH2+]1.[CH3:24][C:25]1[CH:30]=[C:29]([N+:31]([O-:33])=[O:32])[CH:28]=[CH:27][C:26]=1[N:34]=[C:35]=[S:36]>>[CH3:24][C:25]1[CH:30]=[C:29]([N+:31]([O-:33])=[O:32])[CH:28]=[CH:27][C:26]=1[N:34]=[C:35]1[N:1]2[CH:2]([CH2:7][CH2:8][CH2:9][CH2:10]2)[CH2:3][S:36]1 |f:2.3|. Procedure: 2-Piperidenemethanol was made from methyl pipecolinate as described in Method B1b. The 2-hydroxyethylamine was converted to 2-chloromethylpiperidinium chloride according to Method B7a. 2-Methyl4-nitrophenyl isothiocyanate was reacted with 2-chloromethylpiperidinium chloride according according to Method C1a to give 9-(2-methyl-4-nitrophenylimino)-1-aza-8-thiabicyclo[4.3.0]nonane. Starting materials: C=CC(=C)C, C#C[Si](C(C)C)(C(C)C)C(C)C, ClCCl, [I-], [I-], [Zn+2], CCP(c1ccccc1)c1ccccc1. Yields the product CC1=CCC([Si](C(C)C)(C(C)C)C(C)C)=CC1. Reaction SMILES: [CH3:16][C:17](=[CH2:18])[CH:19]=[CH2:20].[CH:21]([CH3:22])([CH3:23])[Si:24]([CH:25]([CH3:26])[CH3:27])([CH:28]([CH3:29])[CH3:30])[C:31]#[CH:32].[Cl:36][CH2:37][Cl:38].[I-:33].[I-:35].[Zn+2:34].[c:1]1([P:2]([CH2:3][CH3:4])[c:5]2[cH:6][cH:7][cH:8][cH:9][cH:10]2)[cH:11][cH:12][cH:13][cH:14][cH:15]1>>[CH3:16][C:17]1=[CH:18][CH2:32][C:31]([Si:24]([CH:21]([CH3:22])[CH3:23])([CH:25]([CH3:26])[CH3:27])[CH:28]([CH3:29])[CH3:30])=[CH:20][CH2:19]1. The reactants are O=C1NC(=O)C2C1CCC(Br)C2Br, O=C(Cl)c1c(Cl)cc(Cl)cc1Cl, c1ccncc1, c1ccccc1. The product is O=C(c1c(Cl)cc(Cl)cc1Cl)N1C(=O)C2CCC(Br)C(Br)C2C1=O. RXN SMILES: [Br:1][CH:2]1[CH:3]2[CH:4]([C:5](=[O:6])[NH:7][C:8]2=[O:9])[CH2:10][CH2:11][CH:12]1[Br:13].[Cl:20][c:21]1[c:22]([C:23](=[O:24])[Cl:25])[c:26]([Cl:31])[cH:27][c:28]([Cl:30])[cH:29]1.[cH:14]1[cH:15][cH:16][n:17][cH:18][cH:19]1.[cH:32]1[cH:33][cH:34][cH:35][cH:36][cH:37]1>>[Br:1][CH:2]1[CH:3]2[CH:4]([C:5](=[O:6])[N:7]([C:23]([c:22]3[c:21]([Cl:20])[cH:29][c:28]([Cl:30])[cH:27][c:26]3[Cl:31])=[O:24])[C:8]2=[O:9])[CH2:10][CH2:11][CH:12]1[Br:13]. Reactants: ClC=1C=C(C=CC1Cl)C1=NC(=NC(=C1)C)C1=CC(=NC=C1)Cl (4-(3,4-dichloro-phenyl)-2-(2-chloro-pyridin-4-yl)-6-methyl-pyrimidine), C(C)(C)(C)NS(=O)(=O)C=1C=C(C=CC1)B(O)O (3-(tert.-butylsulfamoyl)-phenylboronic acid). The product is C(C)(C)(C)NS(=O)(=O)C1=CC(=CC=C1)C1=NC=CC(=C1)C1=NC(=CC(=N1)C1=CC(=C(C=C1)Cl)Cl)C (3-{4-[4-(3,4-Dichloro-phenyl)-6-methyl-pyrimidin-2-yl]-pyridin-2-yl}-benzenesulfonic acid tert-butylamide), solid. As a reaction SMILES: [Cl:1][C:2]1[CH:3]=[C:4]([C:9]2[CH:14]=[C:13]([CH3:15])[N:12]=[C:11]([C:16]3[CH:21]=[CH:20][N:19]=[C:18](Cl)[CH:17]=3)[N:10]=2)[CH:5]=[CH:6][C:7]=1[Cl:8].[C:23]([NH:27][S:28]([C:31]1[CH:32]=[C:33](B(O)O)[CH:34]=[CH:35][CH:36]=1)(=[O:30])=[O:29])([CH3:26])([CH3:25])[CH3:24]>>[C:23]([NH:27][S:28]([C:31]1[CH:32]=[CH:33][CH:34]=[C:35]([C:18]2[CH:17]=[C:16]([C:11]3[N:10]=[C:9]([C:4]4[CH:5]=[CH:6][C:7]([Cl:8])=[C:2]([Cl:1])[CH:3]=4)[CH:14]=[C:13]([CH3:15])[N:12]=3)[CH:21]=[CH:20][N:19]=2)[CH:36]=1)(=[O:30])=[O:29])([CH3:26])([CH3:24])[CH3:25]. Procedure: 3-{4-[4-(3,4-Dichloro-phenyl)-6-methyl-pyrimidin-2-yl]-pyridin-2-yl}-benzenesulfonic acid tert-butylamide was prepared from 4-(3,4-dichloro-phenyl)-2-(2-chloro-pyridin-4-yl)-6-methyl-pyrimidine (example E.63) (0.35 g, 1.0 mmol) and commercially available 3-(tert.-butylsulfamoyl)-phenylboronic acid (0.31 g, 1.2 mmol) according to the general procedure VI. Obtained as a light brown solid (0.54 g), which was subsequently deprotected.